This data is from the Open Reaction Database (ORD), a public repository of structured organic reaction records. The task is: describe an organic reaction: reactants, conditions, products, and yield As a reaction SMILES: [N:1]1([CH2:6][CH2:7][CH2:8][NH2:9])[CH:5]=[CH:4][N:3]=[CH:2]1.[NH:10]1[C:18]2[C:13](=[CH:14][C:15]([CH:19]=O)=[CH:16][CH:17]=2)[CH:12]=[CH:11]1.C([O:23][C:24](=O)[C:25](=[O:33])[CH2:26][C:27]1[CH:32]=[CH:31][CH:30]=[CH:29][CH:28]=1)C>C(O)C>[OH:33][C:25]1[C:24](=[O:23])[N:9]([CH2:8][CH2:7][CH2:6][N:1]2[CH:5]=[CH:4][N:3]=[CH:2]2)[CH:19]([C:15]2[CH:14]=[C:13]3[C:18](=[CH:17][CH:16]=2)[NH:10][CH:11]=[CH:12]3)[C:26]=1[C:27]1[CH:32]=[CH:31][CH:30]=[CH:29][CH:28]=1. Run at temperature 50 celsius, time 24 hour. Procedure details: 3-Imidazol-1-yl-propylamine (1 mmol) and 1H-Indole-5-carbaldehyde (1 mmol) were added to ethanol (5 ml). After 30 min 2-Oxo-3-phenyl-propionic acid ethylester (1 mmol) was added. The reaction was heated to 50° C. and stirred for 24 h. After evaporation of the solvent the residue was purified with chromatographic methods. The solvent is C(C)O (ethanol). The product is OC=1C(N(C(C1C1=CC=CC=C1)C=1C=C2C=CNC2=CC1)CCCN1C=NC=C1)=O (3-Hydroxy-1-(3-imidazol-1-yl-propyl)-5-(1H-indol-5-yl)-4-phenyl-1,5-dihydro-pyrrol-2-one). Reactants: N1(C=NC=C1)CCCN (3-Imidazol-1-yl-propylamine), N1C=CC2=CC(=CC=C12)C=O (1H-Indole-5-carbaldehyde), C(C)OC(C(CC1=CC=CC=C1)=O)=O (2-Oxo-3-phenyl-propionic acid ethylester). The reactants are CS(C)=O, CCN(C(C)C)C(C)C, O, c1ccc(-c2csc(N3CCNCC3)n2)cc1, O=C(Nc1ccno1)OCC(Cl)(Cl)Cl. Yields the product O=C(Nc1ccno1)N1CCN(c2nc(-c3ccccc3)cs2)CC1. As a reaction SMILES: [CH3:41][S:42]([CH3:43])=[O:44].[CH:32]([N:33]([CH:34]([CH3:35])[CH3:36])[CH2:37][CH3:38])([CH3:39])[CH3:40].[OH2:45].[c:15]1(-[c:21]2[n:22][c:23]([N:26]3[CH2:27][CH2:28][NH:29][CH2:30][CH2:31]3)[s:24][cH:25]2)[cH:16][cH:17][cH:18][cH:19][cH:20]1.[o:1]1[n:2][cH:3][cH:4][c:5]1[NH:6][C:7]([O:8][CH2:9][C:10]([Cl:11])([Cl:12])[Cl:13])=[O:14]>>[o:1]1[n:2][cH:3][cH:4][c:5]1[NH:6][C:7](=[O:14])[N:29]1[CH2:28][CH2:27][N:26]([c:23]2[n:22][c:21](-[c:15]3[cH:16][cH:17][cH:18][cH:19][cH:20]3)[cH:25][s:24]2)[CH2:31][CH2:30]1.